Dataset: the Open Reaction Database (ORD), a public repository of structured organic reaction records. Task: describe an organic reaction: reactants, conditions, products, and yield Reactants: CCOC(=O)c1c(C)[nH]c2ncc(-c3cc(OC)c(OC)c(OC)c3)nc12, C[Si](C)(C)CCOCCl, [H-], [Na+], CN(C)C=O. Yields the product CCOC(=O)c1c(C)n(COCC[Si](C)(C)C)c2ncc(-c3cc(OC)c(OC)c(OC)c3)nc12. Reaction SMILES: [CH2:1]([CH3:2])[O:3][C:4](=[O:5])[c:6]1[c:7]([CH3:27])[nH:8][c:9]2[n:10][cH:11][c:12](-[c:15]3[cH:16][c:17]([O:25][CH3:26])[c:18]([O:23][CH3:24])[c:19]([O:21][CH3:22])[cH:20]3)[n:13][c:14]12.[Cl:30][CH2:31][O:32][CH2:33][CH2:34][Si:35]([CH3:36])([CH3:37])[CH3:38].[H-:29].[Na+:28].[O:39]=[CH:40][N:41]([CH3:42])[CH3:43]>>[CH2:1]([CH3:2])[O:3][C:4](=[O:5])[c:6]1[c:7]([CH3:27])[n:8]([CH2:31][O:32][CH2:33][CH2:34][Si:35]([CH3:36])([CH3:37])[CH3:38])[c:9]2[n:10][cH:11][c:12](-[c:15]3[cH:16][c:17]([O:25][CH3:26])[c:18]([O:23][CH3:24])[c:19]([O:21][CH3:22])[cH:20]3)[n:13][c:14]12. Reactants: C1CCOC1, O=C1NC(=O)c2ccccc21, OCCCC1CCN(C(c2ccccc2)c2ccccc2)CC1, c1ccc(P(c2ccccc2)c2ccccc2)cc1. Yields the product O=C1c2ccccc2C(=O)N1CCCC1CCN(C(c2ccccc2)c2ccccc2)CC1. RXN SMILES: [CH2:54]1[O:55][CH2:56][CH2:57][CH2:58]1.[O:43]=[C:44]1[NH:45][C:46](=[O:47])[c:48]2[cH:49][cH:50][cH:51][cH:52][c:53]21.[c:1]1([CH:7]([N:8]2[CH2:9][CH2:10][CH:11]([CH2:14][CH2:15][CH2:16][OH:17])[CH2:12][CH2:13]2)[c:18]2[cH:19][cH:20][cH:21][cH:22][cH:23]2)[cH:2][cH:3][cH:4][cH:5][cH:6]1.[c:24]1([P:25]([c:26]2[cH:27][cH:28][cH:29][cH:30][cH:31]2)[c:32]2[cH:33][cH:34][cH:35][cH:36][cH:37]2)[cH:38][cH:39][cH:40][cH:41][cH:42]1>>[c:1]1([CH:7]([N:8]2[CH2:9][CH2:10][CH:11]([CH2:14][CH2:15][CH2:16][N:45]3[C:44](=[O:43])[c:53]4[c:48]([cH:49][cH:50][cH:51][cH:52]4)[C:46]3=[O:47])[CH2:12][CH2:13]2)[c:18]2[cH:19][cH:20][cH:21][cH:22][cH:23]2)[cH:2][cH:3][cH:4][cH:5][cH:6]1. As a reaction SMILES: [CH2:1]([O:3][C:4]1[CH:5]=[C:6]([CH:9]=[C:10]([F:15])[C:11]=1[O:12]CC)[CH:7]=[O:8])[CH3:2].[Al+3].[Cl-].[Cl-].[Cl-].N1C=CC=CC=1>C(Cl)Cl>[CH2:1]([O:3][C:4]1[CH:5]=[C:6]([CH:9]=[C:10]([F:15])[C:11]=1[OH:12])[CH:7]=[O:8])[CH3:2] |f:1.2.3.4|. The reactants are C(C)OC=1C=C(C=O)C=C(C1OCC)F (3,4-diethoxy-5-fluorobenzaldehyde), [Al+3].[Cl-].[Cl-].[Cl-] (AlCl3), ice water, N1=CC=CC=C1 (pyridine). Product: C(C)OC=1C=C(C=O)C=C(C1O)F (3-ethoxy-5-fluoro-4-hydroxybenzaldehyde). The yield is 62.1%. Solvent: C(Cl)Cl (DCM). Procedure details: To the solution of 3,4-diethoxy-5-fluorobenzaldehyde (300 mg, 1.4 mmol) in DCM (50 mL) was added AlCl3 (207 mg, 1.55 mmol), and at 0° C., pyridine (230 mg, 2.8 mmol) was added, and the resulting mixture was refluxed overnight. The reaction mixture was cooled to room temperature, poured into ice water solution, and extracted with EtOAc. The organic layer was washed with brine, dried over Na2SO4, concentrated under reduced pressure, and purified by column chromatography on silica gel to give 3-eth... Product: C=CCNc1nc(Cl)nc2c(Br)csc12. Reactants: Clc1nc(Cl)c2scc(Br)c2n1, C=CCN, CN(C)C=O, O. As a reaction SMILES: [Br:1][c:2]1[cH:3][s:4][c:5]2[c:6]1[n:7][c:8]([Cl:12])[n:9][c:10]2[Cl:11].[CH2:13]([CH:14]=[CH2:15])[NH2:16].[O:18]=[CH:19][N:20]([CH3:21])[CH3:22].[OH2:17]>>[Br:1][c:2]1[cH:3][s:4][c:5]2[c:6]1[n:7][c:8]([Cl:12])[n:9][c:10]2[NH:16][CH2:13][CH:14]=[CH2:15]. Reactants: O1C(C=CCC1)=O (5,6-dihydro-2H-pyran-2-one), COCN(C[Si](C)(C)C)CC1=CC=CC=C1 (N-(methoxymethyl)-N-(trimethylsilylmethyl)benzylamine), C(=O)(C(F)(F)F)O (TFA). Run in C(Cl)Cl (CH2Cl2), C(Cl)Cl (CH2Cl2). Conditions: temperature 0 celsius, time 6 hour. The product is C(C1=CC=CC=C1)N1CC2C(C1)CCOC2=O (2-benzylhexahydropyrano[3,4-c]pyrrol-4(2H)-one). Yield: 82.9%. As a reaction SMILES: [O:1]1[CH2:6][CH2:5][CH:4]=[CH:3][C:2]1=[O:7].CO[CH2:10][N:11]([CH2:17][C:18]1[CH:23]=[CH:22][CH:21]=[CH:20][CH:19]=1)[CH2:12][Si](C)(C)C.C(O)(C(F)(F)F)=O>C(Cl)Cl>[CH2:17]([N:11]1[CH2:12][CH:4]2[CH2:5][CH2:6][O:1][C:2](=[O:7])[CH:3]2[CH2:10]1)[C:18]1[CH:23]=[CH:22][CH:21]=[CH:20][CH:19]=1. Reported procedure: To a solution of 5,6-dihydro-2H-pyran-2-one (1.00 g, 1 eq) in CH2Cl2 (150 mL) was added N-(methoxymethyl)-N-(trimethylsilylmethyl)benzylamine (1.2 eq). After the mixture was cooled to 0° C., a solution of TFA in CH2Cl2 (0.1 eq, 1M) was added slowly. The reaction mixture was slowly heated to room temperature and stirred for 6 h. The reaction mixture was washed with water and brine, dried over anhydrous Na2SO4 and concentrated in vacuo. The residue was chromatographed with a silica gel column (elu...